From a dataset of the Open Reaction Database (ORD), a public repository of structured organic reaction records. describe an organic reaction: reactants, conditions, products, and yield Reactants: CNC(=O)OC1C2=CC=CC=C2OC=2C=CC=CC12 (9-(N-methylcarbamoyloxy)xanthene), CCOCC (ether). Run in C(C)(=O)O (acetic acid). Reaction conditions: time 1 hour. The product is C(C)(=O)OC1C2=CC=CC=C2OC=2C=CC=CC12 (9-acetoxyxanthene). Reaction SMILES: CN[C:3]([O:5][CH:6]1[C:19]2[CH:18]=[CH:17][CH:16]=[CH:15][C:14]=2[O:13][C:12]2[C:7]1=[CH:8][CH:9]=[CH:10][CH:11]=2)=[O:4].[CH3:20]COCC>C(O)(=O)C>[C:3]([O:5][CH:6]1[C:19]2[CH:18]=[CH:17][CH:16]=[CH:15][C:14]=2[O:13][C:12]2[C:7]1=[CH:8][CH:9]=[CH:10][CH:11]=2)(=[O:4])[CH3:20]. Procedure: To 15 g. of 9-(N-methylcarbamoyloxy)xanthene, suspended in 200 ml. of dry ether, was added 18 ml. of glacial acetic acid with stirring. After one hour, the lower acid layer was removed. The ether phase was then cooled, neutralized with cold aqueous sodium bicarbonate, dried over anhydrous magnesium sulfate and concentrated in vacuo. The residue was recrystallized from benezene-hexane to give 9-acetoxyxanthene, m.p. 109°-112° C. Starting materials: C(C1=CC=CC=C1)(=O)O (benzoic acid), C(C)N(C1=CC(=CC=C1)N(CC)CC)CC (N,N,N',N'-tetraethyl-m-phenylenediamine), C(C)(=O)OC(C)=O (acetic anhydride). The solvent is CO (methanol). Conditions: temperature 52 celsius. Yields the product C1(=O)OCC2=CC=CC=C12 (phthalide). Isolated yield 247.1%. RXN SMILES: [C:1]([OH:9])(=[O:8])[C:2]1[CH:7]=[CH:6][CH:5]=[CH:4][CH:3]=1.[CH2:10](N(CC)C1C=CC=C(N(CC)CC)C=1)C.C(OC(=O)C)(=O)C>CO>[C:1]1([C:2]2[C:7](=[CH:6][CH:5]=[CH:4][CH:3]=2)[CH2:10][O:9]1)=[O:8]. Procedure: A mixture of 2-(4-dimethylamino)benzoyl)benzoic acid (8.07 g.), N,N,N',N'-tetraethyl-m-phenylenediamine (7.26 g.) and acetic anhydride (5 ml.) was heated (at 52° C.) during one and one-half hours. Addition of methanol (10 ml., then 15 ml.) afforded 3-(2,4-bis(diethylamino)phenyl)-3-(4-dimethylamino)phenyl)phthalide (I: X = (CH3CH2)2N, Y2 = Z4 = Z5 = Z6 = Z7 = H, Y4 = (CH3)2N) (10.92 g., m.p. 117°-119° C.). Reactants: {[(2,6-i-PrPh)2DABMe2]PdCH2CH2C(O)CH3}SbF6−, C=C (ethylene), C(CCC=C)(=O)OC (methyl 4-pentenoate). The solvent is C(Cl)Cl (methylene chloride). Yields the product C=C.C(CCC=C)(=O)OC (ethylene methyl 4-pentenoate). The yield is 123.0%. As a reaction SMILES: C=C.[C:3]([O:9][CH3:10])(=[O:8])[CH2:4][CH2:5][CH:6]=[CH2:7]>C(Cl)Cl>[CH2:3]=[CH2:4].[C:3]([O:9][CH3:10])(=[O:8])[CH2:4][CH2:5][CH:6]=[CH2:7] |f:3.4|. Procedure: A 25-mg (0.029-mmol) sample of {[(2,6-i-PrPh)2DABMe2]PdCH2CH2C(O)CH3}SbF6− was magnetically stirred under 55.2 kPa of ethylene in a 50-mL Schlenk flask with 20 mL of dry methylene chloride and 5 mL (4.5 g; 39 mmol) of methyl 4-pentenoate for 40 hr at room temperature. The yellow solution was rotary evaporated to yield 3.41 g of ethylene/methyl 4-pentenoate copolymer as a yellow oil. The infrared spectrum of the copolymer showed a strong ester carbonyl absorbance at 1750cm−1. 1H NMR analysis (CDC... Starting materials: C(C1=CC=CC=C1)OC=1C=C(OC=2C=CC(=NC2)S(=O)(=O)C)C=CC1[N+](=O)[O-] (5-[3-(benzyloxy)-4-nitrophenoxy]-2-(methylsulfonyl)pyridine), [Cl-].[Ca+2].[Cl-] (calcium chloride), C(C)O (ethanol). The reagents and catalysts are [Fe] (iron). Solvent: O (water). Run at temperature 40 celsius. The product is C(C1=CC=CC=C1)OC1=C(N)C=CC(=C1)OC=1C=NC(=CC1)S(=O)(=O)C (2-(Benzyloxy)-4-{[6-(methylsulfonyl)pyridin-3-yl]oxy}aniline). The yield is 100.4%. RXN SMILES: [CH2:1]([O:8][C:9]1[CH:10]=[C:11]([CH:23]=[CH:24][C:25]=1[N+:26]([O-])=O)[O:12][C:13]1[CH:14]=[CH:15][C:16]([S:19]([CH3:22])(=[O:21])=[O:20])=[N:17][CH:18]=1)[C:2]1[CH:7]=[CH:6][CH:5]=[CH:4][CH:3]=1.[Cl-].[Ca+2].[Cl-].C(O)C>[Fe].O>[CH2:1]([O:8][C:9]1[CH:10]=[C:11]([O:12][C:13]2[CH:18]=[N:17][C:16]([S:19]([CH3:22])(=[O:21])=[O:20])=[CH:15][CH:14]=2)[CH:23]=[CH:24][C:25]=1[NH2:26])[C:2]1[CH:3]=[CH:4][CH:5]=[CH:6][CH:7]=1 |f:1.2.3|. Procedure: A mixture of 5-[3-(benzyloxy)-4-nitrophenoxy]-2-(methylsulfonyl)pyridine (28.0 g), calcium chloride (0.78 g), iron (powder, 19.0 g), ethanol (500 mL) and water (110 mL) was refluxed for 5 h. The mixture was cooled to 40° C. and filtered through a celite pad. The filtrate was concentrated in vacuo to remove ethanol. The residue was partitioned between ethyl acetate and brine. The organic layer was washed with brine, dried (MgSO4), filtered, and concentrated in vacuo. The residue was purified by s... The reactants are NCC1=CC=NC=C1 (4-(aminomethyl)pyridine), C(C)(=O)OC(C)=O (acetic anhydride). The reagents and catalysts are CN(C1=CC=NC=C1)C (4-dimethylaminopyridine). Solvent: N1=CC=CC=C1 (pyridine). Conditions: time 68 hour. The product is N1=CC=C(C=C1)CNC(C)=O (N-(4-Pyridinylmethyl)acetamide). As a reaction SMILES: [NH2:1][CH2:2][C:3]1[CH:8]=[CH:7][N:6]=[CH:5][CH:4]=1.[C:9](OC(=O)C)(=[O:11])[CH3:10]>CN(C)C1C=CN=CC=1.N1C=CC=CC=1>[N:6]1[CH:7]=[CH:8][C:3]([CH2:2][NH:1][C:9](=[O:11])[CH3:10])=[CH:4][CH:5]=1. Procedure details: The title compound is prepared by the procedure of Example 12 using 25 g of 4-(aminomethyl)pyridine, 25.1 ml of acetic anhydride, 2.26 g of 4-dimethylaminopyridine, 80 ml of pyridine and stirring at room temperature for 68 hours. The residue is purified by column chromatography (silica gel:20% methyl alcohol/ethyl acetate) to give 3.82 g of desired product as orange crystals.